This data is from the Open Reaction Database (ORD), a public repository of structured organic reaction records. The task is: describe an organic reaction: reactants, conditions, products, and yield The reactants are C[C@@H]1CCC2C[C@@H](/C(=C/C=C/C=C/[C@H](C[C@H](C(=O)[C@@H]([C@@H](/C(=C/[C@H](C(=O)C[C@H](OC(=O)[C@@H]3CCCCN3C(=O)C(=O)[C@@]1(O2)O)[C@H](C)C[C@@H]4CC[C@@H]([C@@H](C4)OC)N5C=NN=N5)C)/C)O)OC)C)C)/C)OC (ABT-578), C1(=CC=CC=C1)C (toluene). Solvent: COCCOC (1,2-dimethoxyethane). Product: C[C@@H]1CCC2C[C@@H](/C(=C/C=C/C=C/[C@H](C[C@H](C(=O)[C@@H]([C@@H](/C(=C/[C@H](C(=O)C[C@H](OC(=O)[C@@H]3CCCCN3C(=O)C(=O)[C@@]1(O2)O)[C@H](C)C[C@@H]4CC[C@@H]([C@@H](C4)OC)N5C=NN=N5)C)/C)O)OC)C)C)/C)OC.COCCOC (ABT-578 1,2-dimethoxyethane). RXN SMILES: [CH3:1][C@H:2]1[C@@:41]2([OH:43])[O:42][CH:5]([CH2:6][C@H:7]([O:68][CH3:69])[C:8]([CH3:67])=[CH:9][CH:10]=[CH:11][CH:12]=[CH:13][C@@H:14]([CH3:66])[CH2:15][C@@H:16]([CH3:65])[C:17]([C@H:19]([O:63][CH3:64])[C@H:20]([OH:62])[C:21]([CH3:61])=[CH:22][C@@H:23]([CH3:60])[C:24]([CH2:26][C@@H:27]([C@@H:44]([CH2:46][C@H:47]3[CH2:52][C@@H:51]([O:53][CH3:54])[C@@H:50]([N:55]4[N:59]=[N:58][N:57]=[CH:56]4)[CH2:49][CH2:48]3)[CH3:45])[O:28][C:29]([C@H:31]3[N:36]([C:37]([C:39]2=[O:40])=[O:38])[CH2:35][CH2:34][CH2:33][CH2:32]3)=[O:30])=[O:25])=[O:18])[CH2:4][CH2:3]1.[C:70]1(C)C=CC=CC=1>COCCOC>[CH3:1][C@H:2]1[C@@:41]2([OH:43])[O:42][CH:5]([CH2:6][C@H:7]([O:68][CH3:69])[C:8]([CH3:67])=[CH:9][CH:10]=[CH:11][CH:12]=[CH:13][C@@H:14]([CH3:66])[CH2:15][C@@H:16]([CH3:65])[C:17]([C@H:19]([O:63][CH3:64])[C@H:20]([OH:62])[C:21]([CH3:61])=[CH:22][C@@H:23]([CH3:60])[C:24]([CH2:26][C@@H:27]([C@@H:44]([CH2:46][C@H:47]3[CH2:52][C@@H:51]([O:53][CH3:54])[C@@H:50]([N:55]4[N:59]=[N:58][N:57]=[CH:56]4)[CH2:49][CH2:48]3)[CH3:45])[O:28][C:29]([C@H:31]3[N:36]([C:37]([C:39]2=[O:40])=[O:38])[CH2:35][CH2:34][CH2:33][CH2:32]3)=[O:30])=[O:25])=[O:18])[CH2:4][CH2:3]1.[CH3:70][O:62][CH2:20][CH2:19][O:63][CH3:64] |f:3.4|. Procedure: Crystals of ABT-578 1,2-dimethoxyethane solvate were prepared by dissolving 110 mg of amorphous ABT-578 in 200 uL of 1,2-dimethoxyethane at ambient temperature and storing at −12 degrees Celsius for 30 hours before seeded with a trace amount of toluene solvate crystals. Crystalline solids formed after seeding by further incubation at −12 degrees Celsius. FIG. 21A shows the X-ray powder diffraction pattern of the solvate crystals, and desolvation of the crystals yielded a semi-crystalline phase. ... The reactants are CCOC(=O)C1(NC(=O)c2ccccc2S(C)(=O)=O)Cc2ccccc2C1, C1COCCO1, CO, [Li+], [OH-], O. Yields the product CS(=O)(=O)c1ccccc1C(=O)NC1(C(=O)O)Cc2ccccc2C1. As a reaction SMILES: [CH2:1]([CH3:2])[O:3][C:4](=[O:5])[C:6]1([NH:15][C:16](=[O:17])[c:18]2[c:19]([S:24](=[O:25])(=[O:26])[CH3:27])[cH:20][cH:21][cH:22][cH:23]2)[CH2:7][c:8]2[cH:9][cH:10][cH:11][cH:12][c:13]2[CH2:14]1.[CH2:28]1[O:29][CH2:30][CH2:31][O:32][CH2:33]1.[CH3:34][OH:35].[Li+:37].[OH-:36].[OH2:38]>>[O:3]=[C:4]([OH:5])[C:6]1([NH:15][C:16](=[O:17])[c:18]2[c:19]([S:24](=[O:25])(=[O:26])[CH3:27])[cH:20][cH:21][cH:22][cH:23]2)[CH2:7][c:8]2[cH:9][cH:10][cH:11][cH:12][c:13]2[CH2:14]1. Starting materials: CCOC(=O)C#N, C1CCOC1, CCOC1=CC(=O)CCC1, CC(C)[N-]C(C)C, [Li+]. Yields the product CCOC(=O)C1CCC(OCC)=CC1=O. RXN SMILES: [C:19](#[N:20])[C:21](=[O:22])[O:23][CH2:24][CH3:25].[CH2:26]1[O:27][CH2:28][CH2:29][CH2:30]1.[CH2:9]([CH3:10])[O:11][C:12]1=[CH:13][C:14](=[O:18])[CH2:15][CH2:16][CH2:17]1.[CH3:2][CH:3]([N-:4][CH:5]([CH3:6])[CH3:7])[CH3:8].[Li+:1]>>[CH2:9]([CH3:10])[O:11][C:12]1=[CH:13][C:14](=[O:18])[CH:15]([C:21](=[O:22])[O:23][CH2:24][CH3:25])[CH2:16][CH2:17]1. Starting materials: C1COCCO1, COc1cccc2c1nc(C(F)F)n2-c1nc(Cl)cc(N2CCOCC2)n1, [K+], [K+], O=C([O-])[O-], O, OB(O)c1cncnc1. Product: COc1cccc2c1nc(C(F)F)n2-c1nc(-c2cncnc2)cc(N2CCOCC2)n1. Reaction SMILES: [CH2:43]1[O:44][CH2:45][CH2:46][O:47][CH2:48]1.[Cl:1][c:2]1[n:3][c:4](-[n:14]2[c:15]([CH:25]([F:26])[F:27])[n:16][c:17]3[c:18]2[cH:19][cH:20][cH:21][c:22]3[O:23][CH3:24])[n:5][c:6]([N:8]2[CH2:9][CH2:10][O:11][CH2:12][CH2:13]2)[cH:7]1.[K+:37].[K+:38].[O-:39][C:40]([O-:41])=[O:42].[OH2:49].[n:28]1[cH:29][n:30][cH:31][c:32]([B:34]([OH:35])[OH:36])[cH:33]1>>[c:2]1(-[c:32]2[cH:31][n:30][cH:29][n:28][cH:33]2)[n:3][c:4](-[n:14]2[c:15]([CH:25]([F:26])[F:27])[n:16][c:17]3[c:18]2[cH:19][cH:20][cH:21][c:22]3[O:23][CH3:24])[n:5][c:6]([N:8]2[CH2:9][CH2:10][O:11][CH2:12][CH2:13]2)[cH:7]1. Reactants: [Li]CCCC, CCCCCCCCCOCCCCC#N, CCOC(C)=O, CCCCCC, Cl, C1CCOC1, O. Product: CCCCCCCCCOCCCC(C#N)C(C)=O. Reaction SMILES: [CH2:17]([Li:18])[CH2:19][CH2:20][CH3:21].[CH2:1]([CH2:2][CH2:3][CH2:4][CH2:5][CH2:6][CH2:7][CH2:8][CH3:9])[O:10][CH2:11][CH2:12][CH2:13][CH2:14][C:15]#[N:16].[CH3:22][CH2:23][O:24][C:25](=[O:26])[CH3:27].[CH3:34][CH2:35][CH2:36][CH2:37][CH2:38][CH3:39].[ClH:28].[O:29]1[CH2:30][CH2:31][CH2:32][CH2:33]1.[OH2:40]>>[CH2:1]([CH2:2][CH2:3][CH2:4][CH2:5][CH2:6][CH2:7][CH2:8][CH3:9])[O:10][CH2:11][CH2:12][CH2:13][CH:14]([C:15]#[N:16])[C:23]([CH3:22])=[O:24]. Reactants: OC=1C=CC=C2C=CC=NC12 (8-hydroxyquinoline), BrC=1C=CC2=C(N(C=3CCN(CCC32)C(=O)OC(C)(C)C)C)N1 (tert-Butyl 2-bromo-10-methyl-5,8,9,10-tetrahydropyrido[3′,2′:4,5]pyrrolo[2,3-d]azepine-7(6H)-carboxylate), FC=1C=CC(=NC1)COC1=CC(NC=C1)=O (4-((5-fluoropyridin-2-yl)methoxy)pyridin-2(1H)-one), C(=O)([O-])[O-].[Cs+].[Cs+] (Cs2CO3). Reagents/catalysts: [Cu](I)I (copper iodide). Solvent: CS(=O)C (DMSO). Reaction conditions: temperature 130 celsius, time 30 minute. Product: FC=1C=CC(=NC1)COC1=CC(N(C=C1)C=1C=CC2=C(N(C=3CCN(CCC32)C(=O)OC(C)(C)C)C)N1)=O (tert-Butyl 2-(4-((5-fluoropyridin-2-yl)methoxy)-2-oxopyridin-1(2H)-yl)-10-methyl-5,8,9,10-tetrahydropyrido[3′,2′:4,5]pyrrolo[2,3-d]azepine-7(6H)-carboxylate). Isolated yield 0.3%. RXN SMILES: Br[C:2]1[CH:3]=[CH:4][C:5]2[C:14]3[CH2:13][CH2:12][N:11]([C:15]([O:17][C:18]([CH3:21])([CH3:20])[CH3:19])=[O:16])[CH2:10][CH2:9][C:8]=3[N:7]([CH3:22])[C:6]=2[N:23]=1.[F:24][C:25]1[CH:26]=[CH:27][C:28]([CH2:31][O:32][C:33]2[CH:38]=[CH:37][NH:36][C:35](=[O:39])[CH:34]=2)=[N:29][CH:30]=1.C([O-])([O-])=O.[Cs+].[Cs+].OC1C=CC=C2C=1N=CC=C2>CS(C)=O.[Cu](I)I>[F:24][C:25]1[CH:26]=[CH:27][C:28]([CH2:31][O:32][C:33]2[CH:38]=[CH:37][N:36]([C:2]3[CH:3]=[CH:4][C:5]4[C:14]5[CH2:13][CH2:12][N:11]([C:15]([O:17][C:18]([CH3:21])([CH3:20])[CH3:19])=[O:16])[CH2:10][CH2:9][C:8]=5[N:7]([CH3:22])[C:6]=4[N:23]=3)[C:35](=[O:39])[CH:34]=2)=[N:29][CH:30]=1 |f:2.3.4|. Reported procedure: tert-Butyl 2-bromo-10-methyl-5,8,9,10-tetrahydropyrido[3′,2′:4,5]pyrrolo[2,3-d]azepine-7(6H)-carboxylate (0.15 g, 0.40 mmol), 4-((5-fluoropyridin-2-yl)methoxy)pyridin-2(1H)-one (100 mg, 0.42 mmol), and Cs2CO3 (0.14 g, 0.43 mmol) were suspended in DMSO (2.2 mL), and the mixture was degassed under vacuum for 15 min. The system was flushed with Ar, and 8-hydroxyquinoline (18 mg, 0.13 mmol) and copper iodide (98 mg, 0.51 mmol) were added to the suspension. The evacuation/Ar flushing process was repe... The reactants are Br, CC(=O)O, O=C(CSC1=NCCCN1)C1(c2ccc(Cl)c(Cl)c2)CCC1. The product is Br, Clc1ccc(C2(C3=CSC4=NCCCN34)CCC2)cc1Cl. As a reaction SMILES: [BrH:1].[CH3:24][C:25](=[O:26])[OH:27].[Cl:2][c:3]1[cH:4][c:5]([C:10]2([C:14]([CH2:15][S:16][C:17]3=[N:18][CH2:19][CH2:20][CH2:21][NH:22]3)=[O:23])[CH2:11][CH2:12][CH2:13]2)[cH:6][cH:7][c:8]1[Cl:9]>>[BrH:1].[Cl:2][c:3]1[cH:4][c:5]([C:10]2([C:14]3=[CH:15][S:16][C:17]4=[N:18][CH2:19][CH2:20][CH2:21][N:22]34)[CH2:11][CH2:12][CH2:13]2)[cH:6][cH:7][c:8]1[Cl:9].